From a dataset of the Open Reaction Database (ORD), a public repository of structured organic reaction records. describe an organic reaction: reactants, conditions, products, and yield Starting materials: C, CO, O=C(Nc1cc(Oc2ccc([N+](=O)[O-])cc2)ccn1)N1CCC(CN2CCCC2)CC1, C1CCOC1, [Pd]. The product is Nc1ccc(Oc2ccnc(NC(=O)N3CCC(CN4CCCC4)CC3)c2)cc1. As a reaction SMILES: [C:39].[CH3:32][OH:33].[N+:1]([O-:2])(=[O:3])[c:4]1[cH:5][cH:6][c:7]([O:8][c:9]2[cH:10][c:11]([NH:15][C:16](=[O:17])[N:18]3[CH2:19][CH2:20][CH:21]([CH2:24][N:25]4[CH2:26][CH2:27][CH2:28][CH2:29]4)[CH2:22][CH2:23]3)[n:12][cH:13][cH:14]2)[cH:30][cH:31]1.[O:34]1[CH2:35][CH2:36][CH2:37][CH2:38]1.[Pd:40]>>[NH2:1][c:4]1[cH:5][cH:6][c:7]([O:8][c:9]2[cH:10][c:11]([NH:15][C:16](=[O:17])[N:18]3[CH2:19][CH2:20][CH:21]([CH2:24][N:25]4[CH2:26][CH2:27][CH2:28][CH2:29]4)[CH2:22][CH2:23]3)[n:12][cH:13][cH:14]2)[cH:30][cH:31]1. Reactants: CC(C)(C)OOC(C)(C)C, CC(=O)O, O=Cc1ccccc1, O, O=S(=O)(O)O, O=C(O)c1cnccn1. The product is O=C(O)c1cnc(C(=O)c2ccccc2)cn1. RXN SMILES: [C:23]([O:24][O:25][C:26]([CH3:27])([CH3:28])[CH3:29])([CH3:30])([CH3:31])[CH3:32].[CH3:34][C:35](=[O:36])[OH:37].[CH:10](=[O:11])[c:12]1[cH:13][cH:14][cH:15][cH:16][cH:17]1.[OH2:33].[S:18](=[O:19])(=[O:20])([OH:21])[OH:22].[n:1]1[c:2]([C:7](=[O:8])[OH:9])[cH:3][n:4][cH:5][cH:6]1>>[n:1]1[c:2]([C:7](=[O:8])[OH:9])[cH:3][n:4][c:5]([C:10](=[O:11])[c:12]2[cH:13][cH:14][cH:15][cH:16][cH:17]2)[cH:6]1. The reactants are S(=O)(=O)(O)O.C(C)N1C(CC2=CC=CC=C12)CNCC.C(C)N1C(CC2=CC=CC=C12)CNCC (1-ethyl-2-ethylaminomethylindoline hemisulphate), N#CN (cyanamide). Solvent: CC(=O)C (acetone). Reaction conditions: temperature 120 celsius. The product is S(=O)(=O)(O)O.C(C)N1C(CC2=CC=CC=C12)CN(C(=N)N)CC.C(C)N1C(CC2=CC=CC=C12)CN(C(=N)N)CC (1-ethyl-2-(1-ethyl-guanidinomethyl)-indoline hemisulphate). RXN SMILES: [S:1]([OH:5])([OH:4])(=[O:3])=[O:2].[CH2:6]([N:8]1[C:16]2[C:11](=[CH:12][CH:13]=[CH:14][CH:15]=2)[CH2:10][CH:9]1[CH2:17][NH:18][CH2:19][CH3:20])[CH3:7].[CH2:21]([N:23]1[C:31]2[C:26](=[CH:27][CH:28]=[CH:29][CH:30]=2)[CH2:25][CH:24]1[CH2:32][NH:33][CH2:34][CH3:35])[CH3:22].[N:36]#[C:37][NH2:38]>CC(C)=O>[S:1]([OH:5])([OH:4])(=[O:3])=[O:2].[CH2:6]([N:8]1[C:16]2[C:11](=[CH:12][CH:13]=[CH:14][CH:15]=2)[CH2:10][CH:9]1[CH2:17][N:18]([CH2:19][CH3:20])[C:37]([NH2:38])=[NH:36])[CH3:7].[CH2:21]([N:23]1[C:31]2[C:26](=[CH:27][CH:28]=[CH:29][CH:30]=2)[CH2:25][CH:24]1[CH2:32][N:33]([CH2:34][CH3:35])[C:37]([NH2:38])=[NH:36])[CH3:22] |f:0.1.2,5.6.7|. Procedure details: A mixture of 25.3 g of 1-ethyl-2-ethylaminomethylindoline hemisulphate and 25 g of cyanamide is heated at 120° C. for 20 minutes. After cooling, acetone is added and the mixture is filtered. The crystals are taken up in icecold sodium bicarbonate solution and the aqueous phase is extracted with chloroform. The oily base obtained after drying and evaporating the chloroform phase is dissolved in a little methanol and the pH of the solution is adjusted to 6 with sulphuric acid. The solution is evap... The reactants are CCCCP(CCCC)CCCC, C1CCOC1, Cc1onc(-c2ccccc2)c1CO, CCOC(=O)N=NC(=O)OCC, Oc1ccccn1, c1ccc(P(c2ccccc2)c2ccccc2)cc1. Product: Cc1onc(-c2ccccc2)c1COc1ccccn1. RXN SMILES: [CH2:22]([P:23]([CH2:24][CH2:25][CH2:26][CH3:27])[CH2:28][CH2:29][CH2:30][CH3:31])[CH2:32][CH2:33][CH3:34].[CH2:66]1[O:67][CH2:68][CH2:69][CH2:70]1.[CH3:1][c:2]1[c:3]([CH2:13][OH:14])[c:4](-[c:7]2[cH:8][cH:9][cH:10][cH:11][cH:12]2)[n:5][o:6]1.[O:54]=[C:55]([O:56][CH2:57][CH3:58])[N:59]=[N:60][C:61]([O:62][CH2:63][CH3:64])=[O:65].[OH:15][c:16]1[n:17][cH:18][cH:19][cH:20][cH:21]1.[c:35]1([P:36]([c:37]2[cH:38][cH:39][cH:40][cH:41][cH:42]2)[c:43]2[cH:44][cH:45][cH:46][cH:47][cH:48]2)[cH:49][cH:50][cH:51][cH:52][cH:53]1>>[CH3:1][c:2]1[c:3]([CH2:13][O:14][c:16]2[n:17][cH:18][cH:19][cH:20][cH:21]2)[c:4](-[c:7]2[cH:8][cH:9][cH:10][cH:11][cH:12]2)[n:5][o:6]1.